From a dataset of the Open Reaction Database (ORD), a public repository of structured organic reaction records. describe an organic reaction: reactants, conditions, products, and yield The reactants are C1(=CC=CC=C1)SC[Li] ((phenylthio) methyllithium), [Cl-].[NH4+] (ammonium chloride), C(CCC)[Sn](CCCC)(CCCC)Cl (tributyltin chloride). Solvent: CCCCCC.C1CCOC1 (hexane THF), C1CCOC1 (THF). Conditions: temperature 0 celsius, time 1.5 hour. Yields the product desired product, C1(=CC=CC=C1)SC[Sn](CCCC)(CCCC)CCCC ((phenylthiomethyl) tributyltin). Reaction SMILES: [C:1]1([S:7][CH2:8][Li])[CH:6]=[CH:5][CH:4]=[CH:3][CH:2]=1.[CH2:10]([Sn:14](Cl)([CH2:19][CH2:20][CH2:21][CH3:22])[CH2:15][CH2:16][CH2:17][CH3:18])[CH2:11][CH2:12][CH3:13].[Cl-].[NH4+]>CCCCCC.C1COCC1.C1COCC1>[C:1]1([S:7][CH2:8][Sn:14]([CH2:15][CH2:16][CH2:17][CH3:18])([CH2:19][CH2:20][CH2:21][CH3:22])[CH2:10][CH2:11][CH2:12][CH3:13])[CH:6]=[CH:5][CH:4]=[CH:3][CH:2]=1 |f:2.3,4.5|. Procedure details: Using the apparatus and procedure of Example I, 100 ml. of an approximately one-molar solution of (phenylthio) methyllithium in hexane-THF solvent was added dropwise with stirring to 0.1 mole of tributyltin chloride dissolved in THF. The temperature was maintained by means of an ice bath in the range of from 0° C to 20 C. Following the complete addition over a one-half hour period, the reaction mixture was stirred for 1.5 hours at room temperature and hydrolyzed by pouring into aqueous one-molar... The reactants are OC1=CC(=NC=2N1N=C(N2)CO)C(=O)OC (7-hydroxy-2-hydroxymethyl-5-methoxycarbonyl-s-triazolo[1,5-a]pyrimidine), CN(C)C=O (DMF), C(C)(=O)OC(C)=O (acetic anhydride), C1(=CC=C(C=C1)S(=O)(=O)O)C (p-toluenesulfonic acid). Solvent: CO (methanol). Run at temperature 60 celsius, time 24 hour. The product is C(C)(=O)OCC1=NN2C(N=C(C=C2O)C(=O)OC)=N1 (2-acetoxymethyl-7-hydroxy-5-methoxycarbonyl-s-triazolo[1,5-a]pyrimidine). RXN SMILES: [OH:1][C:2]1[N:7]2[N:8]=[C:9]([CH2:11][OH:12])[N:10]=[C:6]2[N:5]=[C:4]([C:13]([O:15][CH3:16])=[O:14])[CH:3]=1.CN(C=O)C.[C:22](OC(=O)C)(=[O:24])[CH3:23].C1(C)C=CC(S(O)(=O)=O)=CC=1>CO>[C:22]([O:12][CH2:11][C:9]1[N:10]=[C:6]2[N:5]=[C:4]([C:13]([O:15][CH3:16])=[O:14])[CH:3]=[C:2]([OH:1])[N:7]2[N:8]=1)(=[O:24])[CH3:23]. Procedure: A mixture of 25.7 g of 7-hydroxy-2-hydroxymethyl-5-methoxycarbonyl-s-triazolo[1,5-a]pyrimidine, 200 of DMF, 47 ml of acetic anhydride and 1 g of p-toluenesulfonic acid was stirred at 60° C. for 24 hours. The reaction mixture was condensed and 100 ml of methanol was added to the crystals precipitated residue, and the mixture was stirred. Then, crystals were collected by filtration, washed with methanol and dried to obtain 8.9 g of the title compound. Reactants: C1COCCN1, COc1cccc(-c2nc3cc(NC(=O)c4c(C(=O)O)cnn4C)ccn3n2)c1. The product is COc1cccc(-c2nc3cc(NC(=O)c4c(C(=O)N5CCOCC5)cnn4C)ccn3n2)c1. Reaction SMILES: [CH2:30]1[CH2:31][O:32][CH2:33][CH2:34][NH:35]1.[CH3:1][O:2][c:3]1[cH:4][c:5](-[c:9]2[n:10][n:11]3[c:12]([cH:13][c:14]([NH:17][C:18](=[O:19])[c:20]4[c:21]([C:26](=[O:27])[OH:28])[cH:22][n:23][n:24]4[CH3:25])[cH:15][cH:16]3)[n:29]2)[cH:6][cH:7][cH:8]1>>[CH3:1][O:2][c:3]1[cH:4][c:5](-[c:9]2[n:10][n:11]3[c:12]([cH:13][c:14]([NH:17][C:18](=[O:19])[c:20]4[c:21]([C:26](=[O:27])[N:35]5[CH2:30][CH2:31][O:32][CH2:33][CH2:34]5)[cH:22][n:23][n:24]4[CH3:25])[cH:15][cH:16]3)[n:29]2)[cH:6][cH:7][cH:8]1. Starting materials: [Ag+], CC(=O)OC1CSC(Br)C(OC(C)=O)C1OC(C)=O, CC#N, [Cl-], [Cl-], N#Cc1ccc(S)cc1, [Zn+2], O=C([O-])c1ncc[nH]1. The product is CC(=O)OC1CSC(Sc2ccc(C#N)cc2)C(OC(C)=O)C1OC(C)=O. Reaction SMILES: [Ag+:43].[C:1]([CH3:2])(=[O:3])[O:4][CH:5]1[CH:6]([Br:19])[S:7][CH2:8][CH:9]([O:15][C:16]([CH3:17])=[O:18])[CH:10]1[O:11][C:12]([CH3:13])=[O:14].[CH3:29][C:30]#[N:31].[Cl-:32].[Cl-:34].[SH:20][c:21]1[cH:22][cH:23][c:24]([C:25]#[N:26])[cH:27][cH:28]1.[Zn+2:33].[nH:35]1[cH:36][cH:37][n:38][c:39]1[C:40]([O-:41])=[O:42]>>[C:1]([CH3:2])(=[O:3])[O:4][CH:5]1[CH:6]([S:20][c:21]2[cH:22][cH:23][c:24]([C:25]#[N:26])[cH:27][cH:28]2)[S:7][CH2:8][CH:9]([O:15][C:16]([CH3:17])=[O:18])[CH:10]1[O:11][C:12]([CH3:13])=[O:14]. Starting materials: COC(=O)c1ccc(CN(CCCl)CCCl)cc1, Cl. Yields the product O=C(O)c1ccc(CN(CCCl)CCCl)cc1. Reaction SMILES: [Cl:1][CH2:2][CH2:3][N:4]([CH2:5][CH2:6][Cl:7])[CH2:8][c:9]1[cH:10][cH:11][c:12]([C:13](=[O:14])[O:15][CH3:16])[cH:17][cH:18]1.[ClH:19]>>[Cl:1][CH2:2][CH2:3][N:4]([CH2:5][CH2:6][Cl:7])[CH2:8][c:9]1[cH:10][cH:11][c:12]([C:13](=[O:14])[OH:15])[cH:17][cH:18]1. The reactants are NC1=NC(=CC(=N1)C1=CC(=C(C#N)C=C1)F)NC1CCC2=CC=CC=C12 (4-[2-amino-6-(2,3-dihydro-1H-inden-1-ylamino)-4-pyrimidinyl]-2-fluorobenzonitrile), O.NN (hydrazine monohydrate). The solvent is C(C)O (ethanol). Run at temperature 100 celsius. Yields the product NC1=NNC2=CC(=CC=C12)C1=CC(=NC(=N1)N)NC1CCC2=CC=CC=C12 (6-(3-Amino-1H-indazol-6-yl)-N4-(2,3-dihydro-1H-inden-1-yl)-2,4-pyrimidinediamine). Isolated yield 19.3%. Reaction SMILES: [NH2:1][C:2]1[N:7]=[C:6]([C:8]2[CH:15]=[CH:14][C:11]([C:12]#[N:13])=[C:10](F)[CH:9]=2)[CH:5]=[C:4]([NH:17][CH:18]2[C:26]3[C:21](=[CH:22][CH:23]=[CH:24][CH:25]=3)[CH2:20][CH2:19]2)[N:3]=1.O.[NH2:28][NH2:29]>C(O)C>[NH2:13][C:12]1[C:11]2[C:10](=[CH:9][C:8]([C:6]3[N:7]=[C:2]([NH2:1])[N:3]=[C:4]([NH:17][CH:18]4[C:26]5[C:21](=[CH:22][CH:23]=[CH:24][CH:25]=5)[CH2:20][CH2:19]4)[CH:5]=3)=[CH:15][CH:14]=2)[NH:29][N:28]=1 |f:1.2|. Procedure details: To 4-[2-amino-6-(2,3-dihydro-1H-inden-1-ylamino)-4-pyrimidinyl]-2-fluorobenzonitrile (500 mg, 1.45 mmol) in ethanol (2 mL) was added hydrazine monohydrate (3 mL, 74.0 mmol), and the reaction mixture was heated to 100° C. for 1 hour in a BiotageInitiator® microwave synthesizer. Upon cooling, the reaction mixture was concentrated in vacuum and purified by HPLC to afford the title compound (100 mg) as a brown solid. LC-MS (ES) m/z=358 [M+H]+. 1H NMR (400 MHz, DMSO-d6): δ 1.81 (s, 1H), 1.90-1.92 (m,... Starting materials: C(C1=CC=CC=C1)OC=1C(=C(C=CC1)CC#N)OC ((3-Benzyloxy-2-methoxy-phenyl)-acetonitrile). The reagents and catalysts are [Ni] (Raney-nickel). The solvent is N (ammonia). The product is C(C1=CC=CC=C1)OC=1C(=C(C=CC1)CCN)OC (2-(3-Benzyloxy-2-methoxy-phenyl)-ethylamine). RXN SMILES: [CH2:1]([O:8][C:9]1[C:10]([O:18][CH3:19])=[C:11]([CH2:15][C:16]#[N:17])[CH:12]=[CH:13][CH:14]=1)[C:2]1[CH:7]=[CH:6][CH:5]=[CH:4][CH:3]=1>N.[Ni]>[CH2:1]([O:8][C:9]1[C:10]([O:18][CH3:19])=[C:11]([CH2:15][CH2:16][NH2:17])[CH:12]=[CH:13][CH:14]=1)[C:2]1[CH:3]=[CH:4][CH:5]=[CH:6][CH:7]=1. Procedure: 7.7 g (34 mmol) (3-Benzyloxy-2-methoxy-phenyl)-acetonitrile (example XI) in 100 mL methanolic ammonia (c=7 mol/L) are hydrogenated (3 bar, r.t.) using 250 mg Raney-nickel. The reaction mixture is filtered and the solvent is removed in vacuo.